This data is from the Open Reaction Database (ORD), a public repository of structured organic reaction records. The task is: describe an organic reaction: reactants, conditions, products, and yield The reactants are CCO, Cc1ncn(-c2ccc([N+](=O)[O-])cc2F)n1, [Na+], O=C([O-])O. The product is Cc1ncn(-c2ccc(N)cc2F)n1. As a reaction SMILES: [CH3:22][CH2:23][OH:24].[F:1][c:2]1[c:3](-[n:11]2[n:12][c:13]([CH3:16])[n:14][cH:15]2)[cH:4][cH:5][c:6]([N+:8]([O-:9])=[O:10])[cH:7]1.[Na+:21].[O-:17][C:18]([OH:19])=[O:20]>>[F:1][c:2]1[c:3](-[n:11]2[n:12][c:13]([CH3:16])[n:14][cH:15]2)[cH:4][cH:5][c:6]([NH2:8])[cH:7]1. Starting materials: C([O-])(O)=O.[Na+] (sodium bicarbonate), C1(=CC=C(C=C1)N1N=C(C=C1C1=CC=C(C=C1)C)CC(CC#N)C=1C=C(C=CC1)C)C (4-(1,5-di-p-tolyl-1H-pyrazol-3-yl)-3-m-tolyl-butyronitrile), S(O)(O)(=O)=O (sulfuric acid), CO (methanol), ice. Product: COC(CC(CC1=NN(C(=C1)C1=CC=C(C=C1)C)C1=CC=C(C=C1)C)C=1C=C(C=CC1)C)=O (4-(1,5-Di-p-tolyl-1H-pyrazol-3-yl)-3-m-tolylbutyric acid methyl ester). The yield is 82.0%. Reaction SMILES: [C:1]1([CH3:31])[CH:6]=[CH:5][C:4]([N:7]2[C:11]([C:12]3[CH:17]=[CH:16][C:15]([CH3:18])=[CH:14][CH:13]=3)=[CH:10][C:9]([CH2:19][CH:20]([C:24]3[CH:25]=[C:26]([CH3:30])[CH:27]=[CH:28][CH:29]=3)[CH2:21]C#N)=[N:8]2)=[CH:3][CH:2]=1.S(=O)(=O)(O)O.[C:37](=[O:40])(O)[O-:38].[Na+].[CH3:42]O>>[CH3:42][O:38][C:37](=[O:40])[CH2:21][CH:20]([C:24]1[CH:25]=[C:26]([CH3:30])[CH:27]=[CH:28][CH:29]=1)[CH2:19][C:9]1[CH:10]=[C:11]([C:12]2[CH:13]=[CH:14][C:15]([CH3:18])=[CH:16][CH:17]=2)[N:7]([C:4]2[CH:5]=[CH:6][C:1]([CH3:31])=[CH:2][CH:3]=2)[N:8]=1 |f:2.3|. Procedure: To a flask were added 4-(1,5-di-p-tolyl-1H-pyrazol-3-yl)-3-m-tolyl-butyronitrile (100 mg, 0.24 mmol), concd sulfuric acid (1.5 mL) and methanol (1.5 mL). The mixture was heated to reflux for 24 h. The reaction mixture was cooled to room temperature, poured into ice (20 g) and neutralized with satd sodium bicarbonate. The resulting solution was extracted with diethyl ether (3×10 mL), and the combined organic extracts were washed with water (10 mL) then brine (10 mL), dried (Na2SO4), and concentra...